Dataset: the Open Reaction Database (ORD), a public repository of structured organic reaction records. Task: describe an organic reaction: reactants, conditions, products, and yield The reactants are CCN(C(C)C)C(C)C, CN(C)C=O, CCOCC, O=C(NO)c1ccc(CCl)cc1, [I-], [K+], O=C1c2ccccc2C(=O)N1O. Yields the product O=C(NO)c1ccc(CON2C(=O)c3ccccc3C2=O)cc1. As a reaction SMILES: [CH2:27]([N:28]([CH:29]([CH3:30])[CH3:31])[CH:32]([CH3:33])[CH3:34])[CH3:35].[CH3:36][N:37]([CH3:38])[CH:39]=[O:40].[CH3:41][CH2:42][O:43][CH2:44][CH3:45].[Cl:1][CH2:2][c:3]1[cH:4][cH:5][c:6]([C:9](=[O:10])[NH:11][OH:12])[cH:7][cH:8]1.[I-:26].[K+:25].[OH:13][N:14]1[C:15](=[O:24])[c:16]2[c:17]([cH:20][cH:21][cH:22][cH:23]2)[C:18]1=[O:19]>>[CH2:2]([c:3]1[cH:4][cH:5][c:6]([C:9](=[O:10])[NH:11][OH:12])[cH:7][cH:8]1)[O:13][N:14]1[C:15](=[O:24])[c:16]2[c:17]([cH:20][cH:21][cH:22][cH:23]2)[C:18]1=[O:19].